From a dataset of the Open Reaction Database (ORD), a public repository of structured organic reaction records. describe an organic reaction: reactants, conditions, products, and yield The reactants are CCC, ClCCl, CC(C)(C)c1ccc(N)cc1O, O=[PH](O)O, O=C(O)C1CNc2ccccc2S1, c1ccncc1. Yields the product CC(C)(C)c1ccc(NC(=O)C2CNc3ccccc3S2)cc1O. As a reaction SMILES: [CH3:30][CH2:31][CH3:32].[Cl:39][CH2:40][Cl:41].[NH2:14][c:15]1[cH:16][cH:17][c:18]([C:22]([CH3:23])([CH3:24])[CH3:25])[c:19]([OH:21])[cH:20]1.[PH:26]([OH:27])([OH:28])=[O:29].[S:1]1[CH:2]([C:11](=[O:12])[OH:13])[CH2:3][NH:4][c:5]2[c:6]1[cH:7][cH:8][cH:9][cH:10]2.[cH:33]1[cH:34][cH:35][n:36][cH:37][cH:38]1>>[S:1]1[CH:2]([C:11](=[O:13])[NH:14][c:15]2[cH:16][cH:17][c:18]([C:22]([CH3:23])([CH3:24])[CH3:25])[c:19]([OH:21])[cH:20]2)[CH2:3][NH:4][c:5]2[c:6]1[cH:7][cH:8][cH:9][cH:10]2.